Dataset: the Open Reaction Database (ORD), a public repository of structured organic reaction records. Task: describe an organic reaction: reactants, conditions, products, and yield Reactants: ClC=1C=C(C=C(C1S(N)(=O)=O)Cl)C1=C(N=C(S1)NC(C)=O)C (N-[5-(3,5-Dichloro-4-sulfamoyl-phenyl)-4-methyl-thiazol-2-yl]-acetamide), CNC (dimethylamine). The product is ClC=1C=C(C=C(C1S(N(C)C)(=O)=O)Cl)C1=C(N=C(S1)NC(C)=O)C (N-[5-(3,5-Dichloro-4-dimethylsulfamoyl-phenyl)-4-methyl-thiazol-2-yl]-acetamide). Reaction SMILES: [Cl:1][C:2]1[CH:3]=[C:4]([C:13]2[S:17][C:16]([NH:18][C:19](=[O:21])[CH3:20])=[N:15][C:14]=2[CH3:22])[CH:5]=[C:6]([Cl:12])[C:7]=1[S:8](=[O:11])(=[O:10])N.[CH3:23][NH:24][CH3:25]>>[Cl:12][C:6]1[CH:5]=[C:4]([C:13]2[S:17][C:16]([NH:18][C:19](=[O:21])[CH3:20])=[N:15][C:14]=2[CH3:22])[CH:3]=[C:2]([Cl:1])[C:7]=1[S:8](=[O:10])(=[O:11])[N:24]([CH3:25])[CH3:23]. Reported procedure: The title compound is prepared by an analagous procedure to N-[5-(3,5-dichloro-4-sulfamoyl-phenyl)-4-methyl-thiazol-2-yl]-acetamide (Example 6) by replacing ammonia with dimethylamine. Starting materials: C[O-], CO, CN(C)C=O, Fc1c(OC(F)(F)F)cccc1C1CCNCC1, [Na+]. Yields the product COc1c(OC(F)(F)F)cccc1C1CCNCC1. RXN SMILES: [CH3:19][O-:20].[CH3:22][OH:23].[CH3:24][N:25]([CH3:26])[CH:27]=[O:28].[F:1][c:2]1[c:3]([CH:13]2[CH2:14][CH2:15][NH:16][CH2:17][CH2:18]2)[cH:4][cH:5][cH:6][c:7]1[O:8][C:9]([F:10])([F:11])[F:12].[Na+:21]>>[c:2]1([O:20][CH3:19])[c:3]([CH:13]2[CH2:14][CH2:15][NH:16][CH2:17][CH2:18]2)[cH:4][cH:5][cH:6][c:7]1[O:8][C:9]([F:10])([F:11])[F:12]. The reactants are C(C)SC1=NC(=CC(=C1C(=O)NCC1=CC(=CC=C1)F)C)N1CCC(CC1)O (2-Ethylsulfanyl-N-[(3-fluorophenyl)-methyl]-6-(4-hydroxy-piperidin-1-yl)-4-methyl-pyridine-3-carboxylic acid amide), CC(=O)OI1(C=2C=CC=CC2C(=O)O1)(OC(=O)C)OC(=O)C (Dess-Martin periodinane). Solvent: C(Cl)Cl (DCM). Conditions: time 3 hour. The product is C(C)SC1=NC(=CC(=C1C(=O)NCC1=CC(=CC=C1)F)C)N1CCC(CC1)=O (2-Ethylsulfanyl-N-[(3-fluorophenyl)-methyl]-4-methyl-6-(4-oxo-piperidin-1-yl)-pyridine-3-carboxylic acid amide). The yield is 44.0%. As a reaction SMILES: [CH2:1]([S:3][C:4]1[C:9]([C:10]([NH:12][CH2:13][C:14]2[CH:19]=[CH:18][CH:17]=[C:16]([F:20])[CH:15]=2)=[O:11])=[C:8]([CH3:21])[CH:7]=[C:6]([N:22]2[CH2:27][CH2:26][CH:25]([OH:28])[CH2:24][CH2:23]2)[N:5]=1)[CH3:2].CC(OI1(OC(C)=O)(OC(C)=O)OC(=O)C2C=CC=CC1=2)=O>C(Cl)Cl>[CH2:1]([S:3][C:4]1[C:9]([C:10]([NH:12][CH2:13][C:14]2[CH:19]=[CH:18][CH:17]=[C:16]([F:20])[CH:15]=2)=[O:11])=[C:8]([CH3:21])[CH:7]=[C:6]([N:22]2[CH2:27][CH2:26][C:25](=[O:28])[CH2:24][CH2:23]2)[N:5]=1)[CH3:2]. Procedure details: A solution of 201 mg (0.5 mmol) 2-Ethylsulfanyl-N-[(3-fluorophenyl)-methyl]-6-(4-hydroxy-piperidin-1-yl)-4-methyl-pyridine-3-carboxylic acid amide (example 15) in DCM (7 ml) was treated with 1.84 g (0.65 mmol, 15% w/w in DCM) Dess-Martin periodinane and stirred at RT for 3 h. The RM was then quenched by addition of a 10% (w/w) aq. Na2S2O3 sol. and diluted with DCM (30 ml). The organic layer was separated, washed with a 2M aq. NaOH sol. and brine, dried over MgSO4 and concentrated in vacuo. Purif... The reactants are ClC1=NC=CC(=C1C(F)(F)F)NC[C@@H]1[C@H](C1)C1=CC=C(C=C1)F (2-chloro-N-(((1S,2S)-2-(4-fluorophenyl)cyclopropyl)methyl)-3-(trifluoromethyl)pyridin-4-amine), O.NN (hydrazine monohydrate). Run in O1CCOCC1 (dioxane), CCOC(=O)C (EtOAc). The product is FC1=CC=C(C=C1)[C@@H]1[C@H](C1)CNC1=C(C(=NC=C1)NN)C(F)(F)F (N-(((1S,2S)-2-(4-fluorophenyl)cyclopropyl)methyl)-2-hydrazinyl-3-(trifluoromethyl)pyridin-4-amine). Yield: 101.3%. As a reaction SMILES: Cl[C:2]1[C:7]([C:8]([F:11])([F:10])[F:9])=[C:6]([NH:12][CH2:13][C@H:14]2[CH2:16][C@@H:15]2[C:17]2[CH:22]=[CH:21][C:20]([F:23])=[CH:19][CH:18]=2)[CH:5]=[CH:4][N:3]=1.O.[NH2:25][NH2:26]>O1CCOCC1.CCOC(C)=O>[F:23][C:20]1[CH:21]=[CH:22][C:17]([C@H:15]2[CH2:16][C@@H:14]2[CH2:13][NH:12][C:6]2[CH:5]=[CH:4][N:3]=[C:2]([NH:25][NH2:26])[C:7]=2[C:8]([F:11])([F:10])[F:9])=[CH:18][CH:19]=1 |f:1.2|. Reported procedure: A mixture of 2-chloro-N-(((1S,2S)-2-(4-fluorophenyl)cyclopropyl)methyl)-3-(trifluoromethyl)pyridin-4-amine (0.7 g, 2.031 mmol) and hydrazine monohydrate (2.033 g, 40.6 mmol) in dioxane (8 mL) was heated to reflux under nitrogen for 16 h. The reaction mixture was diluted with EtOAc and extracted with aqueous sodium bicarbonate. The aqueous layer was extracted with EtOAc (2×5 mL). The combined organic layers were washed with aqueous sodium bicarbonate (10 mL) and brine (10 mL), dried over magnesiu... Reactants: S(C)(=O)(=O)[O-] (mesylate), C1(C=2C(C(N1)=O)=CC=CC2)=O.[K] (potassium phtalimide), [I-].[Na+] (sodium iodide), CN(C=O)C (dimethylformamide), C1=CC=CC=C1 (benzene). Solvent: O (water). Reaction conditions: time 8 hour. Yields the product C(C1=CC=CC=C1)(C1=CC=CC=C1)(C1=CC=CC=C1)N1C=NC(=C1)CCCN1C(C=2C(C1=O)=CC=CC2)=O (1-trityl-4-(3-phtalimidopropyl)imidazole). RXN SMILES: S([O-])(=O)(=O)C.[C:6]1(=[O:16])[NH:10][C:9](=[O:11])[C:8]2=[CH:12][CH:13]=[CH:14][CH:15]=[C:7]12.[K].[I-].[Na+].[CH3:20][N:21]([CH3:24])[CH:22]=O.[CH:25]1[CH:30]=[CH:29][CH:28]=[CH:27][CH:26]=1>O>[C:20]([N:21]1[CH:24]=[C:9]([CH2:8][CH2:7][CH2:6][N:10]2[C:6](=[O:16])[C:7]3=[CH:15][CH:14]=[CH:13][CH:12]=[C:8]3[C:9]2=[O:11])[N:10]=[CH:22]1)([C:25]1[CH:30]=[CH:29][CH:28]=[CH:27][CH:26]=1)([C:25]1[CH:30]=[CH:29][CH:28]=[CH:27][CH:26]=1)[C:25]1[CH:30]=[CH:29][CH:28]=[CH:27][CH:26]=1 |f:1.2,3.4,^1:16|. Procedure: A mixture of the above mesylate (30.0 g, 67 mmol), potassium phtalimide (18.0 g, 100 mmol), sodium iodide (4.0 g, 26.7 mmol) and dimethylformamide (200 mL) was stirred overnight at ambient temperature and then treated with water (2 L) and benzene (2 L). The organic phase was dried over anhydrous magnesium sulfate, filtered and solvent evaporated giving a residue, which was recrystallised from benzene yielding 1-trityl-4-(3-phtalimidopropyl)imidazole as white solid. The reactants are C(C1=CC=CC=C1)N[C@@H]1CC[C@H](CC1)C(C(F)(F)F)(C(F)(F)F)O[Si](CC)(CC)CC (trans benzyl-[4-(2,2,2-trifluoro-1-triethylsilanyloxy-1-trifluoromethyl-ethyl)-cyclohexyl]-amine), C(C)(=O)OC(C)=O (acetic acid anhydride), CCOCC (Et2O), [NH4+].[Cl-] (NH4Cl). Procedure: A solution of 200 mg (0.43 mmol) of trans benzyl-[4-(2,2,2-trifluoro-1-triethylsilanyloxy-1-trifluoromethyl-ethyl)-cyclohexyl]-amine (example 3.1) in 2 mL of pyridine was treated with 0.05 mL of acetic acid anhydride (0.51 mmol), stirred overnight at RT and distributed between a saturated aqueous solution of NH4Cl and Et2O. After drying of the combined organic phases over Na2SO4 and evaporation of the solvent, the residue was dissolved in 3.5 mL of THF and treated with 0.86 mL of a 1M BH3-soluti... Solvent: N1=CC=CC=C1 (pyridine). Isolated yield 38.8%. Yields the product C(C1=CC=CC=C1)N([C@@H]1CC[C@H](CC1)C(C(F)(F)F)(C(F)(F)F)O)CC (trans 2-[4-(benzyl-ethyl-amino)-cyclohexyl]-1,1,1,3,3,3-hexafluoro-propan-2-ol). Conditions: time 8 hour. Reaction SMILES: [CH2:1]([NH:8][C@H:9]1[CH2:14][CH2:13][C@H:12]([C:15]([O:24][Si](CC)(CC)CC)([C:20]([F:23])([F:22])[F:21])[C:16]([F:19])([F:18])[F:17])[CH2:11][CH2:10]1)[C:2]1[CH:7]=[CH:6][CH:5]=[CH:4][CH:3]=1.[C:32](OC(=O)C)(=O)[CH3:33].[NH4+].[Cl-].CCOCC>N1C=CC=CC=1>[CH2:1]([N:8]([CH2:32][CH3:33])[C@H:9]1[CH2:10][CH2:11][C@H:12]([C:15]([OH:24])([C:16]([F:18])([F:19])[F:17])[C:20]([F:21])([F:23])[F:22])[CH2:13][CH2:14]1)[C:2]1[CH:7]=[CH:6][CH:5]=[CH:4][CH:3]=1 |f:2.3|. Conditions: time 20 minute. Run in C(Cl)Cl (methylene chloride). Yields the product FS(=O)(=O)[O-].C[N+]1(CCC(CC1)SCC1=CC=C(C=C1)OC)C (1,1-Dimethyl-4-(4-methoxybenzylthio)piperidinium fluorosulfonate). Starting materials: FS(=O)(=O)OC (methyl fluorosulfonate), COC1=CC=C(CSC2CCN(CC2)C)C=C1 (4-(4-methoxybenzylthio)-1-methylpiperidine). Reported procedure: 2.9 ml of methyl fluorosulfonate were added, whilst ice-cooling, to a solution of 8.95 g of 4-(4-methoxybenzylthio)-1-methylpiperidine dissolved in 300 ml of dry methylene chloride, and the mixture was stirred at the same temperature for 20 minutes and then at room temperature for 2.5 hours. At the end of this time, the solvent was removed by distillation under reduced pressure, and the residue was washed repeatedly by decantation with diethyl ether and dried under reduce pressure, to afford 12.... As a reaction SMILES: [F:1][S:2]([O:5][CH3:6])(=[O:4])=[O:3].[CH3:7][O:8][C:9]1[CH:23]=[CH:22][C:12]([CH2:13][S:14][CH:15]2[CH2:20][CH2:19][N:18]([CH3:21])[CH2:17][CH2:16]2)=[CH:11][CH:10]=1>C(Cl)Cl>[F:1][S:2]([O-:5])(=[O:4])=[O:3].[CH3:21][N+:18]1([CH3:6])[CH2:17][CH2:16][CH:15]([S:14][CH2:13][C:12]2[CH:11]=[CH:10][C:9]([O:8][CH3:7])=[CH:23][CH:22]=2)[CH2:20][CH2:19]1 |f:3.4|.